From a dataset of the Open Reaction Database (ORD), a public repository of structured organic reaction records. describe an organic reaction: reactants, conditions, products, and yield Starting materials: C(C(=O)O)(=O)O (oxalic acid), C(CCC)[Li] (1-butyl lithium), 1-(4-methoxyphenyl)-2-methylpropanone, C(C)(C)NC(C)C (diisopropylamine), CC(C=CC=O)C (4-methyl-2-pentenal). Solvent: O1CCCC1 (tetrahydrofuran), C(C)(C)(C)N=CC (acetaldehyde N-tert-butylimine), ClP(OCC)(OCC)=O (diethyl chlorophosphonate), CCCCCC (hexane). Run at time 3 day. Yields the product (E)-3-(4-methoxphenyl)-4-methyl-2-pentenal, COC1=CC=C(C=C1)\C(=C/C=O)\C(C)C ((Z)-3-(4-methoxyphenyl)-4-methyl-2-pentenal). RXN SMILES: C(N[CH:5]([CH3:7])C)(C)C.[CH2:8]([Li])[CH2:9][CH2:10][CH3:11].C(O)(=O)[C:14](O)=[O:15].[CH3:19][CH:20]([CH3:25])[CH:21]=[CH:22][CH:23]=[O:24]>CCCCCC.C(N=CC)(C)(C)C.ClP(=O)(OCC)OCC.O1CCCC1>[CH3:14][O:15][C:8]1[CH:7]=[CH:5][C:11](/[C:21](/[CH:20]([CH3:25])[CH3:19])=[CH:22]\[CH:23]=[O:24])=[CH:10][CH:9]=1. Procedure: The compounds were prepared according to the procedure described in Example 84 except that the reaction was worked up after 3 days. The following reagents were used: 1-(4-methoxyphenyl)-2-methylpropanone (17.8 g), diisopropylamine (32.2 mL), 1.6M 1-butyl lithium in hexane (143 mL), acetaldehyde N-tert-butylimine (14.75 mL), diethyl chlorophosphonate (16.6 mL) and tetrahydrofuran (200 mL). The work up, varied only in that the oxalic acid hydrolysis was run overnight at room temperature, furnished... Reactants: C(C)(C)(C)OC(=O)N(C[C@H](O[SiH2]C(C(C)(C)C)(C)C)C=1C=NC=CC1)C[C@@H]1OC2=CC=C(C=C2CC1)CC1=CC=C(C(=O)OC)C=C1 (Methyl 4-[((2R)-2-{[(tert-butoxycarbonyl)((2R)-2-(3-pyridinyl)-2-{[(1,1,2,2-tetramethylpropyl)silyl]oxy}ethyl)amino]methyl}-3,4-dihydro-2H-chromen-6-yl)methyl]benzoate), [Li+].[OH-] (LiOH), CO (methanol), P(O)(O)(O)=O (phosphoric acid). The solvent is O1CCCC1 (tetrahydrofuran). Reaction conditions: time 3 hour. Yields the product O[C@@H](CNC[C@@H]1OC2=CC=C(C=C2CC1)CC1=CC=C(C(=O)O)C=C1)C=1C=NC=CC1 (4-{[(2R)-2-({[(2R)-2-hydroxy-2-(3-pyridinyl)ethyl]amino}methyl)-3,4-dihydro-2H-chromen-6-yl]methyl}benzoic Acid). The yield is 35.6%. As a reaction SMILES: C(OC([N:8]([CH2:26][C@H:27]1[CH2:36][CH2:35][C:34]2[C:29](=[CH:30][CH:31]=[C:32]([CH2:37][C:38]3[CH:47]=[CH:46][C:41]([C:42]([O:44]C)=[O:43])=[CH:40][CH:39]=3)[CH:33]=2)[O:28]1)[CH2:9][C@@H:10]([C:20]1[CH:21]=[N:22][CH:23]=[CH:24][CH:25]=1)[O:11][SiH2]C(C)(C)C(C)(C)C)=O)(C)(C)C.[Li+].[OH-].CO.P(=O)(O)(O)O>O1CCCC1>[OH:11][C@H:10]([C:20]1[CH:21]=[N:22][CH:23]=[CH:24][CH:25]=1)[CH2:9][NH:8][CH2:26][C@H:27]1[CH2:36][CH2:35][C:34]2[C:29](=[CH:30][CH:31]=[C:32]([CH2:37][C:38]3[CH:47]=[CH:46][C:41]([C:42]([OH:44])=[O:43])=[CH:40][CH:39]=3)[CH:33]=2)[O:28]1 |f:1.2|. Procedure details: To a solution of 77.2 mg (0.11 mmol) methyl 4-[((2R)-2-{[(tert-butoxycarbonyl)((2R)-2-(3-pyridinyl)-2-{[(1,1,2,2-tetramethylpropyl)silyl]oxy}ethyl)amino]-methyl}-3,4-dihydro-2H-chromen-6-yl)methyl]benzoate (Example 167) in 1 mL of tetrahydrofuran was added 0.54 mL of 1M LiOH and 0.27 mL methanol. The mixture was stirred at room temperature for 3 hours after which point 0.5 mL of 1N phosphoric acid was added to the solution. The mixture was partitioned between ethyl acetate (3×5 mL) and water (5 ... Starting materials: BrN1C(CCC1=O)=O (N-bromosuccinimide), C1(CCCC1)CCCCCCCCO (cyclopentane-octanol), C1(=CC=CC=C1)P(C1=CC=CC=C1)C1=CC=CC=C1 (triphenylphosphine). Run in ClCCl (dichloromethane). Conditions: time 8 hour. Product: BrCCCCCCCCC1CCCC1 ((8-bromooctyl)-cyclopentane). Yield: 76.9%. Reaction SMILES: [Br:1]N1C(=O)CCC1=O.[CH:9]1([CH2:14][CH2:15][CH2:16][CH2:17][CH2:18][CH2:19][CH2:20][CH2:21]O)[CH2:13][CH2:12][CH2:11][CH2:10]1.C1(P(C2C=CC=CC=2)C2C=CC=CC=2)C=CC=CC=1>ClCCl>[Br:1][CH2:21][CH2:20][CH2:19][CH2:18][CH2:17][CH2:16][CH2:15][CH2:14][CH:9]1[CH2:13][CH2:12][CH2:11][CH2:10]1. Procedure: 2.4 g of N-bromosuccinimide were added portionwise to a solution of 2.27 g of cyclopentane-octanol and 3.22 g of triphenylphosphine in 40 ml of dichloromethane in an ice bath. The reaction mixture was left to stand at room temperature overnight, filtered and the filtrate was concentrated. The residue was partitioned between 50 ml of methanol/water (vol.) 4:1 and 40 ml of hexane and the methanol phase was separated. The hexane phase was washed twice with 20 ml of methanol/water 4:1 each time and ...